This data is from the Open Reaction Database (ORD), a public repository of structured organic reaction records. The task is: describe an organic reaction: reactants, conditions, products, and yield The reactants are OCCOCCOCCOCCOCCOCCOCCOCCOCCO, COCc1ccccc1, CCO, [Pd]. The product is COCCOCCOCCOCCOCCOCCOCCOCCOCCO. Reaction SMILES: [CH2:10]([CH2:11][O:12][CH2:13][CH2:14][O:15][CH2:16][CH2:17][O:18][CH2:19][CH2:20][O:21][CH2:22][CH2:23][O:24][CH2:25][CH2:26][O:27][CH2:28][CH2:29][O:30][CH2:31][CH2:32][O:33][CH2:34][CH2:35][OH:36])[OH:37].[CH3:1][O:2][CH2:3][c:4]1[cH:5][cH:6][cH:7][cH:8][cH:9]1.[CH3:38][CH2:39][OH:40].[Pd:41]>>[CH3:1][O:36][CH2:35][CH2:34][O:33][CH2:32][CH2:31][O:30][CH2:29][CH2:28][O:27][CH2:26][CH2:25][O:24][CH2:23][CH2:22][O:21][CH2:20][CH2:19][O:18][CH2:17][CH2:16][O:15][CH2:14][CH2:13][O:12][CH2:11][CH2:10][OH:37]. The reactants are [Li+].[OH-] (LiOH), Cl (HCl), OC(C(=O)NCC(=O)OC(C)(C)C)C1=CC=C(C=C1)C1=NOC(=N1)C=1C=NN(C1C(F)(F)F)C1=CC=CC=C1 ((R/S)-tert-Butyl 2-(2-hydroxy-2-(4-(5-(1-phenyl-5-(trifluoromethyl)-1H-pyrazol-4-yl)-1,2,4-oxadiazol-3-yl)phenyl)acetamido)acetate), [Li+].[OH-] (LiOH). The solvent is C1CCOC1 (THF), CO (MeOH). Run at time 20 minute. The product is OC(C(=O)NCC(=O)O)C1=CC=C(C=C1)C1=NOC(=N1)C=1C=NN(C1C(F)(F)F)C1=CC=CC=C1 ((R/S)-2-(2-hydroxy-2-(4-(5-(1-phenyl-5-(trifluoromethyl)-1H-pyrazol-4-yl)-1,2,4-oxadiazol-3-yl)phenyl)acetamido)acetic acid). Isolated yield 52.7%. As a reaction SMILES: [OH:1][CH:2]([C:14]1[CH:19]=[CH:18][C:17]([C:20]2[N:24]=[C:23]([C:25]3[CH:26]=[N:27][N:28]([C:34]4[CH:39]=[CH:38][CH:37]=[CH:36][CH:35]=4)[C:29]=3[C:30]([F:33])([F:32])[F:31])[O:22][N:21]=2)=[CH:16][CH:15]=1)[C:3]([NH:5][CH2:6][C:7]([O:9]C(C)(C)C)=[O:8])=[O:4].[Li+].[OH-].Cl>C1COCC1.CO>[OH:1][CH:2]([C:14]1[CH:19]=[CH:18][C:17]([C:20]2[N:24]=[C:23]([C:25]3[CH:26]=[N:27][N:28]([C:34]4[CH:35]=[CH:36][CH:37]=[CH:38][CH:39]=4)[C:29]=3[C:30]([F:31])([F:32])[F:33])[O:22][N:21]=2)=[CH:16][CH:15]=1)[C:3]([NH:5][CH2:6][C:7]([OH:9])=[O:8])=[O:4] |f:1.2|. Procedure details: (R/S)-tert-Butyl 2-(2-hydroxy-2-(4-(5-(1-phenyl-5-(trifluoromethyl)-1H-pyrazol-4-yl)-1,2,4-oxadiazol-3-yl)phenyl)acetamido)acetate (Example 56, 30 mg, 0.055 mmol) was dissolved in THF (3 mL) and MeOH (1.50 mL). Next, LiOH (2.64 mg, 0.110 mmol) was added. After 20 min, additional LiOH (2.64 mg, 0.110 mmol) was added. After another 20 min, 1N HCl was used to adjust the pH to 4-5. The reaction mixture was concentrated. EtOAc was added and the resulting mixture was filtered. The filtrate was concent... Reactants: ClC1=CC=C(C=C1)CCN1CCNCC1 (1-[2-(4-chlorophenyl)ethyl]piperazine), CCN(C(C)C)C(C)C (Hunig base), ClCC(=O)NC1=CC=C(C(=O)Cl)C=C1 (4-chloroacetylaminobenzoic acid chloride). Solvent: O1CCCC1 (tetrahydrofuran). Run at time 30 minute. Yields the product ClCC(=O)NC1=CC=C(C(=O)N2CCN(CC2)CCC2=CC=C(C=C2)Cl)C=C1 (1-(4-chloroacetylaminobenzoyl)-4-[2-(4-chlorophenyl)ethyl]piperazine). RXN SMILES: [Cl:1][C:2]1[CH:7]=[CH:6][C:5]([CH2:8][CH2:9][N:10]2[CH2:15][CH2:14][NH:13][CH2:12][CH2:11]2)=[CH:4][CH:3]=1.CCN(C(C)C)C(C)C.[Cl:25][CH2:26][C:27]([NH:29][C:30]1[CH:38]=[CH:37][C:33]([C:34](Cl)=[O:35])=[CH:32][CH:31]=1)=[O:28]>O1CCCC1>[Cl:25][CH2:26][C:27]([NH:29][C:30]1[CH:38]=[CH:37][C:33]([C:34]([N:13]2[CH2:12][CH2:11][N:10]([CH2:9][CH2:8][C:5]3[CH:6]=[CH:7][C:2]([Cl:1])=[CH:3][CH:4]=3)[CH2:15][CH2:14]2)=[O:35])=[CH:32][CH:31]=1)=[O:28]. Reported procedure: 2.34 g of 1-[2-(4-chlorophenyl)ethyl]piperazine and 1.57 g of Hunig base (=N-ethyldiisopropylamine) are introduced into 40 ml of tetrahydrofuran. 2.36 g of 4-chloroacetylaminobenzoic acid chloride [see J. Med. Chem. 28 (1985) 910] are added thereto in small portions. After 30 minutes at 40°, the solution is concentrated by evaporation. The residue is chromatographed over silica gel, and recrystallisation is carried out from acetone, yielding 1-(4-chloroacetylaminobenzoyl)-4-[2-(4-chlorophenyl)et... The reactants are CCCCCCCCCCCC(=O)[O-], OCC(O)C(O)C(O)C(O)CO, [Na+], [Na+], [Na], CCCCCCCCCC(=O)[O-], O=C([O-])CO. As a reaction SMILES: [C:14]([CH2:15][CH2:16][CH2:17][CH2:18][CH2:19][CH2:20][CH2:21][CH2:22][CH2:23][CH2:24][CH3:25])(=[O:26])[O-:27].[CH2:29]([OH:30])[CH:31]([CH:32]([CH:33]([CH:34]([CH2:35][OH:36])[OH:37])[OH:38])[OH:39])[OH:40].[Na+:13].[Na+:28].[Na:41].[O-:1][C:2](=[O:3])[CH2:4][CH2:5][CH2:6][CH2:7][CH2:8][CH2:9][CH2:10][CH2:11][CH3:12].[OH:42][CH2:43][C:44](=[O:45])[O-:46]>>[C:14]([CH2:15][CH2:16][CH2:17][CH2:18][CH2:19][CH2:20][CH2:21][CH2:22][CH2:23][CH2:24][CH3:25])(=[O:26])[OH:27].[O:1]=[C:2]([OH:3])[CH2:4][CH2:5][CH2:6][CH2:7][CH2:8][CH2:9][CH2:10][CH2:11][CH3:12]. Yields the product CCCCCCCCCCCC(=O)O, CCCCCCCCCC(=O)O.